The task is: describe an organic reaction: reactants, conditions, products, and yield. This data is from the Open Reaction Database (ORD), a public repository of structured organic reaction records. The reactants are CC1(C)CCC(C)(C)c2cc(C=CCO)ccc21, ClCCl. Product: CC1(C)CCC(C)(C)c2cc(C3CC3CO)ccc21. Reaction SMILES: [CH3:1][C:2]1([CH3:18])[c:3]2[cH:4][cH:5][c:6]([CH:14]=[CH:15][CH2:16][OH:17])[cH:7][c:8]2[C:9]([CH3:12])([CH3:13])[CH2:10][CH2:11]1.[Cl:19][CH2:20][Cl:21]>>[CH3:1][C:2]1([CH3:18])[c:3]2[cH:4][cH:5][c:6]([CH:14]3[CH:15]([CH2:16][OH:17])[CH2:20]3)[cH:7][c:8]2[C:9]([CH3:12])([CH3:13])[CH2:10][CH2:11]1. The reactants are ClC1=CC(=C(C=C1)C(=O)N1CCN(CC1)C1=NC=C(C=C1C)C)N1S(CC[C@H]1C)(=O)=O ((R)-[4-chloro-2-(3-methyl-1,1-dioxoisothiazolidin-2-yl)phenyl][4-(3,5-dimethylpyridin-2-yl)piperazin-1-yl]methanone), O1C(NCC1)=O (oxazolidin-2-one). The product is CC=1C(=NC=C(C1)C)N1CCN(CC1)C(=O)C1=C(C=C(C=C1)N1C(OCC1)=O)N1S(CC[C@H]1C)(=O)=O ((R)-3-{4-[4-(3,5-dimethylpyridin-2-yl)piperazine-1-carbonyl]-3-(3-methyl-1,1-dioxoisothiazolidin-2-yl)phenyl}oxazolidin-2-one). The yield is 15.1%. RXN SMILES: Cl[C:2]1[CH:7]=[CH:6][C:5]([C:8]([N:10]2[CH2:15][CH2:14][N:13]([C:16]3[C:21]([CH3:22])=[CH:20][C:19]([CH3:23])=[CH:18][N:17]=3)[CH2:12][CH2:11]2)=[O:9])=[C:4]([N:24]2[C@H:28]([CH3:29])[CH2:27][CH2:26][S:25]2(=[O:31])=[O:30])[CH:3]=1.[O:32]1[CH2:36][CH2:35][NH:34][C:33]1=[O:37]>>[CH3:22][C:21]1[C:16]([N:13]2[CH2:14][CH2:15][N:10]([C:8]([C:5]3[CH:6]=[CH:7][C:2]([N:34]4[CH2:35][CH2:36][O:32][C:33]4=[O:37])=[CH:3][C:4]=3[N:24]3[C@H:28]([CH3:29])[CH2:27][CH2:26][S:25]3(=[O:31])=[O:30])=[O:9])[CH2:11][CH2:12]2)=[N:17][CH:18]=[C:19]([CH3:23])[CH:20]=1. Procedure: By reaction and treatment in the same manner as in Example 201 and using (R)-[4-chloro-2-(3-methyl-1,1-dioxoisothiazolidin-2-yl)phenyl][4-(3,5-dimethylpyridin-2-yl)piperazin-1-yl]methanone (95.1 mg) described in Preparation Example 125 and oxazolidin-2-one (17.9 mg), the title compound (15.9 mg) was obtained. The reactants are CS(C)=O, O=C(Cl)C(=O)Cl, ClCCl, COCCOCOC(CCCCCO)COc1ccc(F)cc1. The product is COCCOCOC(CCCCC=O)COc1ccc(F)cc1. As a reaction SMILES: [CH3:7][S:8](=[O:9])[CH3:10].[Cl:1][C:2]([C:3]([Cl:4])=[O:5])=[O:6].[Cl:34][CH2:35][Cl:36].[F:11][c:12]1[cH:13][cH:14][c:15]([O:16][CH2:17][CH:18]([CH2:19][CH2:20][CH2:21][CH2:22][CH2:23][OH:24])[O:25][CH2:26][O:27][CH2:28][CH2:29][O:30][CH3:31])[cH:32][cH:33]1>>[F:11][c:12]1[cH:13][cH:14][c:15]([O:16][CH2:17][CH:18]([CH2:19][CH2:20][CH2:21][CH2:22][CH:23]=[O:24])[O:25][CH2:26][O:27][CH2:28][CH2:29][O:30][CH3:31])[cH:32][cH:33]1.